The task is: describe an organic reaction: reactants, conditions, products, and yield. This data is from the Open Reaction Database (ORD), a public repository of structured organic reaction records. Starting materials: [Br-], C1CCOC1, CCOCC, [Mg+]C1CC1, CON(C)C(=O)c1ccc(C)cc1Cl. The product is Cc1ccc(C(=O)C2CC2)c(Cl)c1. Reaction SMILES: [Br-:1].[CH2:20]1[O:21][CH2:22][CH2:23][CH2:24]1.[CH3:25][CH2:26][O:27][CH2:28][CH3:29].[CH:2]1([Mg+:5])[CH2:3][CH2:4]1.[Cl:6][c:7]1[c:8]([C:9](=[O:10])[N:11]([O:12][CH3:13])[CH3:14])[cH:15][cH:16][c:17]([CH3:19])[cH:18]1>>[CH:2]1([C:9]([c:8]2[c:7]([Cl:6])[cH:18][c:17]([CH3:19])[cH:16][cH:15]2)=[O:10])[CH2:3][CH2:4]1. Reaction conditions: temperature 70 celsius, time 3 hour. The product is C1(=C(C=CC=C1)C=1C=C(SC1)C(=O)O)C (4-o-tolyl-thiophene-2-carboxylic acid). Procedure: At 5° C., o-tolyl-acetaldehyde (3.50 g, 29 mmol) is added to a mixture of POCl3 (7.5 mL, 93 mmol) and DMF (8 mL). The mixture is stirred at 70° C. for 3 h before the reaction is quenched by adding water/ice and NaOAc (17 g) and extracted with EA (2×150 mL). The solvent of the organic extract is evaporated and the product is purified by CC on silica gel eluting with heptane:EA 9:1. The resulting oil (2.5 g) is dissolved in ethanol (5 mL) and then added dropwise to a freshly prepared solution of N... Starting materials: [OH-].[Na+] (NaOH), C1(=C(C=CC=C1)CC=O)C (o-tolyl-acetaldehyde), O=P(Cl)(Cl)Cl (POCl3), Na, C(C)OC(CS)=O (ethyl-2-mercaptoacetate), C(C)O (ethanol). Solvent: O (water), CN(C)C=O (DMF). Reaction SMILES: [C:1]1([CH3:10])[CH:6]=[CH:5][CH:4]=[CH:3][C:2]=1[CH2:7][CH:8]=O.O=P(Cl)(Cl)Cl.C([O:18][C:19](=[O:22])[CH2:20][SH:21])C.[OH-].[Na+].[CH2:25](O)C>O.CN(C=O)C>[C:1]1([CH3:10])[CH:6]=[CH:5][CH:4]=[CH:3][C:2]=1[C:7]1[CH:25]=[C:20]([C:19]([OH:18])=[O:22])[S:21][CH:8]=1 |f:3.4|. The reactants are C1(CCCCC1)C=1C=C(C=CC1)CCO (β-(m-cyclohexyl-phenyl)-ethanol), N1=CC=CC=C1 (pyridine), S(=O)(Cl)Cl (thionyl chloride). As a reaction SMILES: [CH:1]1([C:7]2[CH:8]=[C:9]([CH2:13][CH2:14]O)[CH:10]=[CH:11][CH:12]=2)[CH2:6][CH2:5][CH2:4][CH2:3][CH2:2]1.N1C=CC=CC=1.S(Cl)([Cl:24])=O>O>[CH:1]1([C:7]2[CH:8]=[C:9]([CH2:13][CH2:14][Cl:24])[CH:10]=[CH:11][CH:12]=2)[CH2:6][CH2:5][CH2:4][CH2:3][CH2:2]1. The solvent is O (water). Conditions: time 2 hour. Procedure details: 33.1 g of β-(m-cyclohexyl-phenyl)-ethanol are mixed with 13.3 ml of absolute pyridine. 12.5 ml of thionyl chloride are added dropwise to this mixture, whilst cooling with ice. Thereafter the reaction mixture is slowly heated to 100°-110°C and is kept at this temperature for 2 hours. The reaction solution is again cooled to room temperature, 29 ml of water are added and the whole is extracted with a mixture of ether and chloroform. The organic phase is washed twice with 2 N sodium carbonate solut... Product: C1(CCCCC1)C=1C=C(C=CC1)CCCl (β-(m-cyclohexyl-phenyl)-ethyl chloride). Reactants: Cc1cccc(C(=O)NC2(C(=O)O)Cc3ccccc3C2)c1C1=CCCC1, CCO. Product: Cc1cccc(C(=O)NC2(C(=O)O)Cc3ccccc3C2)c1C1CCCC1. RXN SMILES: [C:1]1([c:6]2[c:7]([C:8](=[O:9])[NH:10][C:11]3([C:20](=[O:21])[OH:22])[CH2:12][c:13]4[cH:14][cH:15][cH:16][cH:17][c:18]4[CH2:19]3)[cH:23][cH:24][cH:25][c:26]2[CH3:27])=[CH:2][CH2:3][CH2:4][CH2:5]1.[CH3:28][CH2:29][OH:30]>>[CH:1]1([c:6]2[c:7]([C:8](=[O:9])[NH:10][C:11]3([C:20](=[O:21])[OH:22])[CH2:12][c:13]4[cH:14][cH:15][cH:16][cH:17][c:18]4[CH2:19]3)[cH:23][cH:24][cH:25][c:26]2[CH3:27])[CH2:2][CH2:3][CH2:4][CH2:5]1. The reactants are NCP(O)(O)=O (Aminomethylphosphonic acid), C(=O)O (formic acid), O.C(C=O)(=O)O (Glyoxylic acid hydrate). Reaction conditions: temperature 80 celsius, time 1 hour. The product is C(=O)N(CC(=O)O)CP(=O)(O)O (N-formyl-N-phosphonomethylglycine). RXN SMILES: [NH2:1][CH2:2][P:3](=[O:6])([OH:5])[OH:4].O.[C:8]([OH:12])(=[O:11])[CH:9]=O.[CH:13](O)=[O:14]>>[CH:13]([N:1]([CH2:2][P:3]([OH:5])([OH:4])=[O:6])[CH2:9][C:8]([OH:12])=[O:11])=[O:14] |f:1.2|. Procedure: Aminomethylphosphonic acid (3.12 g, 0.028 mol) was dissolved in 30 ml of stirred 98% formic acid maintained at 80° C. with an oil bath. Glyoxylic acid hydrate (5.60 g, 0.061 mol) was added to the solution in several portions, resulting in vigorous gas evolution. After one hour, the reaction flask was removed from the oil bath and the solvent removed on a rotary evaporator to afford crude N-formyl-N-phosphonomethylglycine as a viscous yellow oil. Starting materials: C(C)OC(=O)C=1N=CC=2NC3=CC=C(C=C3C2C1C)I (6-iodo-4-methyl-β-carboline-3-carboxylic acid ethyl ester), C([O-])(O)=O.[Na+] (sodium bicarbonate), C(=CCC)(O)O (butenediol). The reagents and catalysts are [Pd](Cl)Cl (palladium dichloride). Run in CN1C(CCC1)=O (N-methylpyrrolidone). Product: C(C)OC(=O)C=1N=CC=2NC3=CC=C(C=C3C2C1C)C1CC(OC1)O (6-(2-hydroxytetrahydrofuran-4-yl)-4-methyl-β-carboline-3-carboxylic acid ethyl ester). Yield: 27.2%. Reaction SMILES: [CH2:1]([O:3][C:4]([C:6]1[N:7]=[CH:8][C:9]2[NH:10][C:11]3[C:16]([C:17]=2[C:18]=1[CH3:19])=[CH:15][C:14](I)=[CH:13][CH:12]=3)=[O:5])[CH3:2].C(=O)(O)[O-].[Na+].[C:26]([OH:31])([OH:30])=[CH:27][CH2:28][CH3:29]>CN1CCCC1=O.[Pd](Cl)Cl>[CH2:1]([O:3][C:4]([C:6]1[N:7]=[CH:8][C:9]2[NH:10][C:11]3[C:16]([C:17]=2[C:18]=1[CH3:19])=[CH:15][C:14]([CH:28]1[CH2:29][O:30][CH:26]([OH:31])[CH2:27]1)=[CH:13][CH:12]=3)=[O:5])[CH3:2] |f:1.2|. Reported procedure: Under argon, 720 mg (2 mmol) of 6-iodo-4-methyl-β-carboline-3-carboxylic acid ethyl ester is heated in a pressure vessel with 202 mg (2.4 mmol) of sodium bicarbonate, 75 mg (0.42 mmol) of palladium dichloride, and 705 mg (8 mmol) of butenediol in 10 ml of N-methylpyrrolidone for 2 hours to 150° C. After filtration and concentration, the mixture is distributed in ethyl acetate/water. The aqueous phase is extracted twice with ethyl acetate, the combined organic phases are dried, filtered, and conc...